describe an organic reaction: reactants, conditions, products, and yield From a dataset of the Open Reaction Database (ORD), a public repository of structured organic reaction records. The reactants are FC(S(=O)(=O)OC1=CC=C(C=C1)CCOC1=CC=C(C=C1)C=O)(F)F (4-[2-(4-formylphenoxy)ethyl]phenyl trifluoromethanesulfonate), S1C(NC(C1)=O)=O (2,4-thiazolidinedione), C(C)(=O)[O-].[Na+] (sodium acetate). Solvent: O.CC(=O)C (water acetone). Conditions: temperature 140 celsius, time 20 minute. Yields the product FC(S(=O)(=O)OC1=CC=C(C=C1)CCOC1=CC=C(C=C2C(NC(S2)=O)=O)C=C1)(F)F (5-(4-[2-(4-trifluoromethanesulfonyloxyphenyl)ethoxy]benzylidene)thiazolidine-2,4-dione). Isolated yield 23.6%. As a reaction SMILES: [F:1][C:2]([F:25])([F:24])[S:3]([O:6][C:7]1[CH:12]=[CH:11][C:10]([CH2:13][CH2:14][O:15][C:16]2[CH:21]=[CH:20][C:19]([CH:22]=O)=[CH:18][CH:17]=2)=[CH:9][CH:8]=1)(=[O:5])=[O:4].[S:26]1[CH2:30][C:29](=[O:31])[NH:28][C:27]1=[O:32].C([O-])(=O)C.[Na+]>O.CC(C)=O>[F:24][C:2]([F:1])([F:25])[S:3]([O:6][C:7]1[CH:12]=[CH:11][C:10]([CH2:13][CH2:14][O:15][C:16]2[CH:17]=[CH:18][C:19]([CH:22]=[C:30]3[S:26][C:27](=[O:32])[NH:28][C:29]3=[O:31])=[CH:20][CH:21]=2)=[CH:9][CH:8]=1)(=[O:4])=[O:5] |f:2.3,4.5|. Reported procedure: 7 g (18.7 mmole) of 4-[2-(4-formylphenoxy)ethyl]phenyl trifluoromethanesulfonate, 2.74 g (23.4 mmole) 2,4-thiazolidinedione and 3.8 g (46.8 mmole) sodium acetate were mixed and heated under vacuum to 140° C. when it melted. It was kept at 140° C. for 20 minutes and thereafter taken off the heat, water:acetone (2:1) was added, the formed crystals were filtered off and recrystallization in dichloromethane gave 2.09 g (yield 24%) 5-(4-[2-(4-trifluoromethanesulfonyloxyphenyl)ethoxy]benzylidene)thiaz... Reactants: COC=1C=C(C#N)C=CC1OC (3,4-dimethoxybenzonitrile), C1(=CC=CC=C1)[Mg]Br (phenyl magnesium bromide), [BH4-].[Na+] (sodium borohydride), C(C)(=O)OCC.C(Cl)Cl (ethyl acetate methylene chloride). Solvent: O1CCCC1 (tetrahydrofuran), CO (methanol). Run at time 8 hour. The product is C1(=CC=CC=C1)C(C1=CC(=C(C=C1)OC)OC)N (1-Phenyl-1-(3,4-dimethoxyphenyl)methylamine). The yield is 72.3%. Reaction SMILES: [CH3:1][O:2][C:3]1[CH:4]=[C:5]([CH:8]=[CH:9][C:10]=1[O:11][CH3:12])[C:6]#[N:7].[C:13]1([Mg]Br)[CH:18]=[CH:17][CH:16]=[CH:15][CH:14]=1.C(OCC)(=O)C.C(Cl)Cl.[BH4-].[Na+]>O1CCCC1.CO>[C:13]1([CH:6]([NH2:7])[C:5]2[CH:8]=[CH:9][C:10]([O:11][CH3:12])=[C:3]([O:2][CH3:1])[CH:4]=2)[CH:18]=[CH:17][CH:16]=[CH:15][CH:14]=1 |f:2.3,4.5|. Procedure details: To a stirring solution of 3,4-dimethoxybenzonitrile (1.63 grams, 10.0 mmol) in tetrahydrofuran (25 milliliters) was added phenyl magnesium bromide (3.7 milliliters, 3M, 11.0 mmol) and the resulting solution was refluxed for 40 minutes. The progress of the reaction was monitored by TLC (30% ethyl acetate/methylene chloride, UV), after 40 minutes the reaction was complete. The reaction mixture was allowed to cool and methanol (25 milliliters) was added slowly. When the effervescence had ceased sod...